Dataset: the Open Reaction Database (ORD), a public repository of structured organic reaction records. Task: describe an organic reaction: reactants, conditions, products, and yield Yields the product Cl.C(C)OC(=O)C=1NC2=C(C=CC(=C2C1)C(CNC(CC1=CC=C(C=C1)O)C)O)O (4-{1-hydroxy-2-[2-(4-hydroxyphenyl)-1-methylethylamino]ethyl}-7-hydroxy-indole-2-carboxylic acid ethyl ester hydrochloride). The reagents and catalysts are [C].[Pd] (palladium-carbon). Reactants: Cl.C(C)OC(=O)C=1NC2=C(C=CC(=C2C1)C(C(C1=CC=C(C=C1)OCC1=CC=CC=C1)(N)C(C)C)=O)O (4-[2-(4-benzyloxyphenyl)-1-methylethyl-aminoacetyl]-7-hydroxyindole-2-carboxylic acid ethyl ester hydrochloride), CO (methanol). Reaction SMILES: [ClH:1].[CH2:2]([O:4][C:5]([C:7]1[NH:8][C:9]2[C:14]([CH:15]=1)=[C:13]([C:16](=[O:36])[C:17](C(C)C)([NH2:32])C1C=CC(OCC3C=CC=CC=3)=CC=1)[CH:12]=[CH:11][C:10]=2[OH:37])=[O:6])[CH3:3].[CH3:38][OH:39]>[C].[Pd]>[ClH:1].[CH2:2]([O:4][C:5]([C:7]1[NH:8][C:9]2[C:14]([CH:15]=1)=[C:13]([CH:16]([OH:36])[CH2:17][NH:32][CH:9]([CH3:10])[CH2:14][C:13]1[CH:16]=[CH:17][C:38]([OH:39])=[CH:11][CH:12]=1)[CH:12]=[CH:11][C:10]=2[OH:37])=[O:6])[CH3:3] |f:0.1,3.4,5.6|. Procedure details: 209 mg of 4-[2-(4-benzyloxyphenyl)-1-methylethyl-aminoacetyl]-7-hydroxyindole-2-carboxylic acid ethyl ester hydrochloride is hydrogenated in 20 ml of methanol for 2.5 hours at room temperature and under normal pressure in the presence of 42 mg of 10% palladium-carbon. The mixture is filtered, the filtrate is concentrated under vacuum, and the residue is recrystallized from acetone/diethyl ether, thus obtaining 115 mg of 4-{1-hydroxy-2-[2-(4-hydroxyphenyl)-1-methylethylamino]ethyl}-7-hydroxy-indo... Reactants: ClCC(=O)NCC1=CC=CC=C1 (chloroacetylbenzylamine), Cl.Cl.COC1=CC=C(C(CN2CCNCC2)=O)C=C1 (N-(4-methoxyphenacyl) piperazine dihydrochloride), C(=O)([O-])[O-].[K+].[K+] (K2CO3). Solvent: CN(C)C=O (DMF). The product is Cl.Cl.COC1=CC=C(C(CN2CCN(CC2)CC(=O)NCC2=CC=CC=C2)=O)C=C1 (N1-(4-methoxyphenacyl)-N4-[2-(benzylamino)-2-oxo-ethyl]piperazine dihydrochloride). RXN SMILES: [Cl:1][CH2:2][C:3]([NH:5][CH2:6][C:7]1[CH:12]=[CH:11][CH:10]=[CH:9][CH:8]=1)=[O:4].[ClH:13].Cl.[CH3:15][O:16][C:17]1[CH:31]=[CH:30][C:20]([C:21](=[O:29])[CH2:22][N:23]2[CH2:28][CH2:27][NH:26][CH2:25][CH2:24]2)=[CH:19][CH:18]=1.C([O-])([O-])=O.[K+].[K+]>CN(C=O)C>[ClH:1].[ClH:13].[CH3:15][O:16][C:17]1[CH:18]=[CH:19][C:20]([C:21](=[O:29])[CH2:22][N:23]2[CH2:28][CH2:27][N:26]([CH2:2][C:3]([NH:5][CH2:6][C:7]3[CH:12]=[CH:11][CH:10]=[CH:9][CH:8]=3)=[O:4])[CH2:25][CH2:24]2)=[CH:30][CH:31]=1 |f:1.2.3,4.5.6,8.9.10|. Procedure details: A mixture of chloroacetylbenzylamine (3.06 mmol), N-(4-methoxyphenacyl) piperazine dihydrochloride (3 mmol, prepared by using the general preparation 1) and K2CO3 (10.5 mmol) in 30 ml of DMF was treated according to the general preparation 2 to give compound (IV-28), 0.86 g (74%), M+ 381. Starting materials: CC1CNCCN1, Cc1ccc(C(=O)NC2CC2)cc1NC(=O)c1cc(Cl)ccc1[N+](=O)[O-]. The product is Cc1ccc(C(=O)NC2CC2)cc1NC(=O)c1cc(N2CCNC(C)C2)ccc1[N+](=O)[O-]. As a reaction SMILES: [CH3:1][CH:2]1[NH:3][CH2:4][CH2:5][NH:6][CH2:7]1.[Cl:8][c:9]1[cH:10][cH:11][c:12]([N+:31](=[O:32])[O-:33])[c:13]([C:14](=[O:15])[NH:16][c:17]2[c:18]([CH3:29])[cH:19][cH:20][c:21]([C:23](=[O:24])[NH:25][CH:26]3[CH2:27][CH2:28]3)[cH:22]2)[cH:30]1>>[CH3:1][CH:2]1[NH:3][CH2:4][CH2:5][N:6]([c:9]2[cH:10][cH:11][c:12]([N+:31](=[O:32])[O-:33])[c:13]([C:14](=[O:15])[NH:16][c:17]3[c:18]([CH3:29])[cH:19][cH:20][c:21]([C:23](=[O:24])[NH:25][CH:26]4[CH2:27][CH2:28]4)[cH:22]3)[cH:30]2)[CH2:7]1. Starting materials: CCO, CC(c1ccccc1)N1CCOC(c2ccc(N(C)C3CCCCC3)cc2)C1, [H][H]. Product: CN(c1ccc(C2CNCCO2)cc1)C1CCCCC1. RXN SMILES: [CH3:31][CH2:32][OH:33].[CH:1]1([N:7]([CH3:8])[c:9]2[cH:10][cH:11][c:12]([CH:15]3[O:16][CH2:17][CH2:18][N:19]([CH:21]([c:22]4[cH:23][cH:24][cH:25][cH:26][cH:27]4)[CH3:28])[CH2:20]3)[cH:13][cH:14]2)[CH2:2][CH2:3][CH2:4][CH2:5][CH2:6]1.[H:29][H:30]>>[CH:1]1([N:7]([CH3:8])[c:9]2[cH:10][cH:11][c:12]([CH:15]3[O:16][CH2:17][CH2:18][NH:19][CH2:20]3)[cH:13][cH:14]2)[CH2:2][CH2:3][CH2:4][CH2:5][CH2:6]1.